describe an organic reaction: reactants, conditions, products, and yield From a dataset of the Open Reaction Database (ORD), a public repository of structured organic reaction records. Starting materials: NC=1C(=CC=C2CCNCC12)C(F)(F)F (8-Amino-7-trifluoromethyl-1,2,3,4-tetrahydroisoquinoline), C(C)(=O)OC(=C)C (isopropenyl acetate). Solvent: C(C)(=O)OCC (ethyl acetate). The product is C(C)(=O)N1CC2=C(C(=CC=C2CC1)C(F)(F)F)N (2-acetyl-8-amino-7-trifluoromethyl-1,2,3,4-tetrahydroisoquinoline). Reaction SMILES: [NH2:1][C:2]1[C:3]([C:12]([F:15])([F:14])[F:13])=[CH:4][CH:5]=[C:6]2[C:11]=1[CH2:10][NH:9][CH2:8][CH2:7]2.[C:16](OC(C)=C)(=[O:18])[CH3:17]>C(OCC)(=O)C>[C:16]([N:9]1[CH2:8][CH2:7][C:6]2[C:11](=[C:2]([NH2:1])[C:3]([C:12]([F:15])([F:13])[F:14])=[CH:4][CH:5]=2)[CH2:10]1)(=[O:18])[CH3:17]. Procedure details: 8-Amino-7-trifluoromethyl-1,2,3,4-tetrahydroisoquinoline, prepared as in Example 17, is treated with one molar equivalent of isopropenyl acetate in refluxing ethyl acetate by the procedure of Example 15 to give 2-acetyl-8-amino-7-trifluoromethyl-1,2,3,4-tetrahydroisoquinoline. Reaction conditions: time 2 hour. Run in ClCCl (dichloromethane), ClCCl (dichloromethane). Yields the product COC(C1=CC(=CC(=C1)C(F)(F)F)S(=O)(=O)N1CCOCC1)=O (3-(Morpholine-4-sulfonyl)-5-trifluoromethyl-benzoic acid methyl ester). The reactants are ice, ClS(=O)(=O)C=1C=C(C(=O)OC)C=C(C1)C(F)(F)F (methyl 3-(chlorosulfonyl)-5-(trifluoromethyl)benzoate), C(C)N(C(C)C)C(C)C (N-ethyldiisopropylamine), N1CCOCC1 (morpholine), C([O-])(O)=O.[Na+] (sodium bicarbonate). RXN SMILES: Cl[S:2]([C:5]1[CH:6]=[C:7]([CH:12]=[C:13]([C:15]([F:18])([F:17])[F:16])[CH:14]=1)[C:8]([O:10][CH3:11])=[O:9])(=[O:4])=[O:3].C(N(C(C)C)C(C)C)C.[NH:28]1[CH2:33][CH2:32][O:31][CH2:30][CH2:29]1.C(=O)(O)[O-].[Na+]>ClCCl>[CH3:11][O:10][C:8](=[O:9])[C:7]1[CH:12]=[C:13]([C:15]([F:18])([F:17])[F:16])[CH:14]=[C:5]([S:2]([N:28]2[CH2:33][CH2:32][O:31][CH2:30][CH2:29]2)(=[O:4])=[O:3])[CH:6]=1 |f:3.4|. Procedure details: To an ice-cold solution of methyl 3-(chlorosulfonyl)-5-(trifluoromethyl)benzoate (1.0 g, 3.3 mmol, Buttpark Ltd.) in dichloromethane (10 mL) was added N-ethyldiisopropylamine (854 mg, 1.15 mL, 6.61 mmol) and morpholine (317 mg, 317 μL, 3.63 mmol). The reaction mixture was stirred at room temperature for 2 hours, poured on 10% aqueous sodium bicarbonate solution (100 mL) and dichloromethane (100 mL) and the layers were separated. The aqueous layer was extracted a second time with dichloromethane ... Starting materials: [Si](C)(C)(C(C)(C)C)O[C@H]1C[C@@H](CC2=CC=C3[C@@H]4CC=C([C@@]4(C)CC[C@@H]3[C@@]12C)CO)O[Si](C)(C)C(C)(C)C (1α,3β-bis(tert-butyldimethylsilyloxy)-17-(hydroxymethyl)androsta-5,7,16-triene), [H-].[Na+] (sodium hydride), C1COCCOCCOCCOCCO1 (15-crown-5), BrCC(=O)OC(C)(C)C (t-butyl bromoacetate). Run in O1CCCC1 (tetrahydrofuran), C(C)(=O)OCC (ethyl acetate). Yields the product [Si](C)(C)(C(C)(C)C)O[C@H]1C[C@@H](CC2=CC=C3[C@@H]4CC=C([C@@]4(C)CC[C@@H]3[C@@]12C)COCC(=O)OC(C)(C)C)O[Si](C)(C)C(C)(C)C (1α,3β-bis(tert-butyldimethylsilyloxy)-17-(tert-butoxycarbonylmethoxymethyl)androsta-5,7,16-triene). The yield is 78.1%. Reaction SMILES: [Si:1]([O:8][C@@H:9]1[C@@:26]2([CH3:27])[C:13](=[CH:14][CH:15]=[C:16]3[C@@H:25]2[CH2:24][CH2:23][C@@:21]2([CH3:22])[C@H:17]3[CH2:18][CH:19]=[C:20]2[CH2:28][OH:29])[CH2:12][C@@H:11]([O:30][Si:31]([C:34]([CH3:37])([CH3:36])[CH3:35])([CH3:33])[CH3:32])[CH2:10]1)([C:4]([CH3:7])([CH3:6])[CH3:5])([CH3:3])[CH3:2].[H-].[Na+].C1OCCOCCOCCOCCOC1.Br[CH2:56][C:57]([O:59][C:60]([CH3:63])([CH3:62])[CH3:61])=[O:58]>O1CCCC1.C(OCC)(=O)C>[Si:1]([O:8][C@@H:9]1[C@@:26]2([CH3:27])[C:13](=[CH:14][CH:15]=[C:16]3[C@@H:25]2[CH2:24][CH2:23][C@@:21]2([CH3:22])[C@H:17]3[CH2:18][CH:19]=[C:20]2[CH2:28][O:29][CH2:56][C:57]([O:59][C:60]([CH3:63])([CH3:62])[CH3:61])=[O:58])[CH2:12][C@@H:11]([O:30][Si:31]([C:34]([CH3:37])([CH3:36])[CH3:35])([CH3:32])[CH3:33])[CH2:10]1)([C:4]([CH3:7])([CH3:6])[CH3:5])([CH3:3])[CH3:2] |f:1.2|. Reported procedure: A solution of 1α,3β-bis(tert-butyldimethylsilyloxy)-17-(hydroxymethyl)androsta-5,7,16-triene (1.0 g, 1.84 mmol), sodium hydride (60% in oil, 220 mg, 5.50 mmol), 15-crown-5 (400 mg, 1.82 mmol) and t-butyl bromoacetate (0.55 ml, 3.69 mmol) in tetrahydrofuran (20 ml) was stirred at an external temperature of 88° C. for 1 hour and 15 minutes. The reaction mixture was diluted with ethyl acetate and filtered through CELITE. Water was added dropwise to the filtrate under ice cooling, followed by washin... Starting materials: N[C@@H](CC1=CC=C(C=C1)O)C(=O)O (L-tyrosine), C1=CC(=CC=C1[C@H]([C@@H](CO)NC(=O)C(Cl)Cl)O)[N+](=O)[O-] (chloramphenicol), C1[C@H]([C@@H]([C@H]([C@@H]([C@H]1N)O[C@@H]2[C@@H]([C@H]([C@@H]([C@H](O2)CN)O)O)O)O)O[C@@H]3[C@@H]([C@H]([C@@H]([C@H](O3)CO)O)N)O)N (kanamycin), O=C[C@H](O)[C@@H](O)[C@H](O)[C@H](O)CO (glucose), [NH4+].[Cl-] (NH4Cl). Solvent: C1COCCN1CCCS(=O)(=O)O (MOPS). Product: N[C@@H](CC1=CC=CC=C1)C(=O)O (L-phenylalanine). As a reaction SMILES: [NH2:1][C@H:2]([C:11]([OH:13])=[O:12])[CH2:3][C:4]1[CH:9]=[CH:8][C:7](O)=[CH:6][CH:5]=1.O=C[C@@H]([C@H]([C@@H]([C@@H](CO)O)O)O)O.[NH4+].[Cl-].C1C([C@@H](O)[C@H](NC(C(Cl)Cl)=O)CO)=CC=C([N+]([O-])=O)C=1.C1[C@H](N)[C@@H](O[C@H]2O[C@H](CN)[C@@H](O)[C@H](O)[C@H]2O)[C@H](O)[C@@H](O[C@H]2O[C@H](CO)[C@@H](O)[C@H](N)[C@H]2O)[C@@H]1N>C1N(CCCS(O)(=O)=O)CCOC1>[NH2:1][C@H:2]([C:11]([OH:13])=[O:12])[CH2:3][C:4]1[CH:9]=[CH:8][CH:7]=[CH:6][CH:5]=1 |f:2.3|. Procedure details: L-tyrosine production experiments were performed at 37° C. with 225 rpm orbital shaking in 50 ml MOPS minimal medium (Teknova) (Neidhardt, Bloch et al. 1974) cultures supplemented with 5 g/l glucose and an additional 4 g/l NH4Cl. All liquid cultivations were conducted in at least triplicates. When appropriate, antibiotics were added in the following concentrations: 34 μg/ml chloramphenicol for maintenance of pHACM-derived plasmids and 20 μg/ml kanamycin for maintenance of pZE-derived plasmids. L...